Dataset: the Open Reaction Database (ORD), a public repository of structured organic reaction records. Task: describe an organic reaction: reactants, conditions, products, and yield The reactants are ClCC=1C(=NC=CC1)SCCC (3-Chloromethyl-2-propylsulfanyl-pyridine), C(C)OC(C(CC1=CC(=C(C=C1)O)Cl)C)=O (3-(3-chloro-4-hydroxy-phenyl)-2-methyl-propionic acid ethyl ester). Product: ClC=1C=C(C=CC1OCC=1C(=NC=CC1)SCCC)CC(C(=O)O)C (3-[3-chloro-4-(2-propylsulfanyl-pyridin-3-ylmethoxy)-phenyl]-2-methyl-propionic acid). Isolated yield 70.2%. RXN SMILES: Cl[CH2:2][C:3]1[C:4]([S:9][CH2:10][CH2:11][CH3:12])=[N:5][CH:6]=[CH:7][CH:8]=1.C([O:15][C:16](=[O:28])[CH:17]([CH3:27])[CH2:18][C:19]1[CH:24]=[CH:23][C:22]([OH:25])=[C:21]([Cl:26])[CH:20]=1)C>>[Cl:26][C:21]1[CH:20]=[C:19]([CH2:18][CH:17]([CH3:27])[C:16]([OH:28])=[O:15])[CH:24]=[CH:23][C:22]=1[O:25][CH2:2][C:3]1[C:4]([S:9][CH2:10][CH2:11][CH3:12])=[N:5][CH:6]=[CH:7][CH:8]=1. Procedure details: 3-Chloromethyl-2-propylsulfanyl-pyridine (32 mg, 0.15 mmol) obtained in Step C of Preparation Example 14 and 3-(3-chloro-4-hydroxy-phenyl)-2-methyl-propionic acid ethyl ester (42 mg, 0.17 mmol) obtained in Step B of Preparation Example 46 were used to react sequentially in the same manner as in Steps A and B of Example 1 to obtain the title compound (40 mg, 75%).